Dataset: the Open Reaction Database (ORD), a public repository of structured organic reaction records. Task: describe an organic reaction: reactants, conditions, products, and yield The reactants are Cc1cc(OCc2ccc(F)cc2F)c(Br)c(=O)n1Cc1cnc(C(=O)O)cn1, CC(C)COC(=O)Cl, CN1CCOCC1, CC(C)(O)CN, Cl, CN(C)C=O. The product is Cc1cc(OCc2ccc(F)cc2F)c(Br)c(=O)n1Cc1cnc(C(=O)NCC(C)(C)O)cn1. Reaction SMILES: [Br:1][c:2]1[c:3](=[O:29])[n:4]([CH2:19][c:20]2[n:21][cH:22][c:23]([C:26](=[O:27])[OH:28])[n:24][cH:25]2)[c:5]([CH3:18])[cH:6][c:7]1[O:8][CH2:9][c:10]1[c:11]([F:17])[cH:12][c:13]([F:16])[cH:14][cH:15]1.[CH2:30]([O:31][C:32]([Cl:33])=[O:34])[CH:35]([CH3:36])[CH3:37].[CH3:38][N:39]1[CH2:40][CH2:41][O:42][CH2:43][CH2:44]1.[CH3:46][C:47]([CH2:48][NH2:49])([OH:50])[CH3:51].[ClH:45].[O:52]=[CH:53][N:54]([CH3:55])[CH3:56]>>[Br:1][c:2]1[c:3](=[O:29])[n:4]([CH2:19][c:20]2[n:21][cH:22][c:23]([C:26](=[O:27])[NH:49][CH2:48][C:47]([CH3:46])([OH:50])[CH3:51])[n:24][cH:25]2)[c:5]([CH3:18])[cH:6][c:7]1[O:8][CH2:9][c:10]1[c:11]([F:17])[cH:12][c:13]([F:16])[cH:14][cH:15]1.